Dataset: the Open Reaction Database (ORD), a public repository of structured organic reaction records. Task: describe an organic reaction: reactants, conditions, products, and yield Reactants: C(C1=CC=CC=C1)N1CCC(=CC1)C1=C(C=CC=C1)C (1-benzyl-4-o-tolyl-1,2,3,6-tetrahydropyridine), Cl (hydrochloride), Cl.O1CCOCC1 (hydrogen chloride dioxane). Run at time 1.5 hour. The product is ClC1=C(C=CC=C1)C1C(CNCC1)O ((3RS,4RS)-4-(2-chlorophenyl)piperidin-3-ol). As a reaction SMILES: C([N:8]1CC=[C:11]([C:14]2[CH:19]=[CH:18][CH:17]=[CH:16][C:15]=2C)[CH2:10][CH2:9]1)C1C=CC=CC=1.[ClH:21].Cl.[O:23]1[CH2:28][CH2:27]OCC1>>[Cl:21][C:15]1[CH:16]=[CH:17][CH:18]=[CH:19][C:14]=1[CH:11]1[CH2:10][CH2:9][NH:8][CH2:27][CH:28]1[OH:23] |f:2.3|. Procedure: Tert-butyl (3RS,4RS)-4-(2-chlorophenyl)-3-hydroxypiperidine-1-carboxylate was obtained as a colorless amorphous substance in the same manner as in Production Example 12-2, for which, however, the compound obtained in the above 2 was used in place of 1-benzyl-4-o-tolyl-1,2,3,6-tetrahydropyridine used in Production Example 12-2 and the step of converting the product into its hydrochloride was omitted. In a nitrogen atmosphere, 4 N hydrogen chloride-dioxane solution was added to the above compound,... Starting materials: ice water, C1(CCCC1)C(C1=CC=C(C=C1)C1(CC1)C#N)O (1-{4-[Cyclopentyl(hydroxy)methyl]phenyl}cyclopropanecarbonitrile), C(Cl)Cl (methylene chloride), C(=O)(O)[O-].[Na+] (NaHCO3), C(C)N(CC)S(F)(F)F (diethylaminosulfur trifluoride). Conditions: temperature -78 celsius, time 18 hour. Product: C1(CCCC1)C(C1=CC=C(C=C1)C1(CC1)C#N)F (1-{4-[cyclopentyl(fluoro)methyl]phenyl}cyclopropanecarbonitrile). Reaction SMILES: [CH:1]1([CH:6](O)[C:7]2[CH:12]=[CH:11][C:10]([C:13]3([C:16]#[N:17])[CH2:15][CH2:14]3)=[CH:9][CH:8]=2)[CH2:5][CH2:4][CH2:3][CH2:2]1.C(Cl)Cl.C(N(S(F)(F)[F:28])CC)C.C([O-])(O)=O.[Na+]>>[CH:1]1([CH:6]([F:28])[C:7]2[CH:12]=[CH:11][C:10]([C:13]3([C:16]#[N:17])[CH2:15][CH2:14]3)=[CH:9][CH:8]=2)[CH2:5][CH2:4][CH2:3][CH2:2]1 |f:3.4|. Reported procedure: 1-{4-[Cyclopentyl(hydroxy)methyl]phenyl}cyclopropanecarbonitrile (600.0 mg, 0.002486 mol) was dissolved in methylene chloride (10 mL, 0.2 mol), cooled to −78° C., and to the solution was added diethylaminosulfur trifluoride (0.328 mL, 0.00249 mol) (DAST). The resulting reaction mixture was warmed to rt and stirred at rt for 18 h. The reaction mixture then was poured into ice-water containing NaHCO3 and the resulting mixture was extracted with CH2Cl2 (3×). The combined organic phase was dried ove...